From a dataset of the Open Reaction Database (ORD), a public repository of structured organic reaction records. describe an organic reaction: reactants, conditions, products, and yield The reactants are BrC=1C=C(C(NC1)=O)C#N (5-Bromo-2-oxo-1,2-dihydro-pyridine-3-carbonitrile), P(Cl)(Cl)(Cl)(Cl)Cl (PCl5), O=P(Cl)(Cl)Cl (POCl3), ice water. Yields the product BrC=1C=NC(=C(C#N)C1)Cl (5-Bromo-2-chloro-nicotinonitrile). As a reaction SMILES: [Br:1][C:2]1[CH:3]=[C:4]([C:9]#[N:10])[C:5](=O)[NH:6][CH:7]=1.P(Cl)(Cl)(Cl)(Cl)[Cl:12].O=P(Cl)(Cl)Cl>>[Br:1][C:2]1[CH:7]=[N:6][C:5]([Cl:12])=[C:4]([CH:3]=1)[C:9]#[N:10]. Reported procedure: 5-Bromo-2-oxo-1,2-dihydro-pyridine-3-carbonitrile (33 g, 166 mmol) was added to a suspension of PCl5 (96.6 g, 464 mmol) in POCl3 (20 ml, 216 mmol). The mixture was stirred at reflux for 3 hours, cooled to room temperature and then poured slowly into ice/water. The resulting solid was fitered, washed with water, and dried in vacuo to afford the title compound. Procedure details: 11.6 g (62.6 mmol) of ethyl N-(1-buten-3-yl)-N -(2-oxoethyl)-carbamate and 10.4 g (62.6 mmol) of N -benzylglycine in 170 ml of toluene are heated under reflux overnight in a water separator. The mixture is concentrated and the residue is distilled. The solvent is C1(=CC=CC=C1)C (toluene). Reaction SMILES: [CH2:1]=[CH:2][CH:3]([N:5]([CH2:11][CH:12]=O)[C:6](=[O:10])[O:7][CH2:8][CH3:9])[CH3:4].[CH2:14]([NH:21][CH2:22]C(O)=O)[C:15]1[CH:20]=[CH:19][CH:18]=[CH:17][CH:16]=1.O>C1(C)C=CC=CC=1>[CH2:14]([N:21]1[CH2:22][CH2:1][CH:2]2[CH:12]1[CH2:11][N:5]([C:6]([O:7][CH2:8][CH3:9])=[O:10])[CH:3]2[CH3:4])[C:15]1[CH:20]=[CH:19][CH:18]=[CH:17][CH:16]=1. The reactants are C=CC(C)N(C(OCC)=O)CC=O (ethyl N-(1-buten-3-yl)-N -(2-oxoethyl)-carbamate), C(C1=CC=CC=C1)NCC(=O)O (N -benzylglycine), O (water). Yields the product C(C1=CC=CC=C1)N1C2CN(C(C2CC1)C)C(=O)OCC (Ethyl 2-benzyl-6-methyl-2,7-diazabicyclo[3.3.0]-octane-7-carboxylate). Starting materials: O=C(Br)CBr, [Cl-], ClCCl, Cc1onc(C(=O)c2c(F)cccc2F)c1N, [Na+], [Na+], [Na+], O=C([O-])[O-]. Yields the product Cc1onc(C(=O)c2c(F)cccc2F)c1NC(=O)CBr. As a reaction SMILES: [Br:1][CH2:2][C:3](=[O:4])[Br:5].[Cl-:30].[Cl:31][CH2:32][Cl:33].[NH2:6][c:7]1[c:8]([C:13](=[O:14])[c:15]2[c:16]([F:22])[cH:17][cH:18][cH:19][c:20]2[F:21])[n:9][o:10][c:11]1[CH3:12].[Na+:23].[Na+:24].[Na+:29].[O-:25][C:26](=[O:27])[O-:28]>>[Br:1][CH2:2][C:3](=[O:4])[NH:6][c:7]1[c:8]([C:13](=[O:14])[c:15]2[c:16]([F:22])[cH:17][cH:18][cH:19][c:20]2[F:21])[n:9][o:10][c:11]1[CH3:12]. Starting materials: COC(=O)c1cccc(N2CC(=O)N(c3ccc(C(C)C)cc3)C2=O)c1, [I-], [Li+], c1ccncc1. The product is CC(C)c1ccc(N2C(=O)CN(c3cccc(C(=O)O)c3)C2=O)cc1. As a reaction SMILES: [CH:1]([CH3:2])([CH3:3])[c:4]1[cH:5][cH:6][c:7]([N:10]2[C:11](=[O:26])[N:12]([c:16]3[cH:17][c:18]([C:19](=[O:20])[O:21][CH3:22])[cH:23][cH:24][cH:25]3)[CH2:13][C:14]2=[O:15])[cH:8][cH:9]1.[I-:27].[Li+:28].[cH:29]1[cH:30][cH:31][n:32][cH:33][cH:34]1>>[CH:1]([CH3:2])([CH3:3])[c:4]1[cH:5][cH:6][c:7]([N:10]2[C:11](=[O:26])[N:12]([c:16]3[cH:17][c:18]([C:19](=[O:20])[OH:21])[cH:23][cH:24][cH:25]3)[CH2:13][C:14]2=[O:15])[cH:8][cH:9]1.